Task: describe an organic reaction: reactants, conditions, products, and yield. Dataset: the Open Reaction Database (ORD), a public repository of structured organic reaction records Reaction conditions: time 1 hour. As a reaction SMILES: [CH3:1][C:2]1[CH:7]=[CH:6][C:5]([C:8]2[O:12][N:11]=[CH:10][C:9]=2[C:13](Cl)=[O:14])=[CH:4][CH:3]=1.[NH:16]1[CH2:20][CH2:19][CH:18]([C:21]2[CH:22]=[N:23][CH:24]=[CH:25][CH:26]=2)[CH2:17]1>ClCCl>[CH3:1][C:2]1[CH:7]=[CH:6][C:5]([C:8]2[O:12][N:11]=[CH:10][C:9]=2[C:13]([N:16]2[CH2:20][CH2:19][CH:18]([C:21]3[CH:22]=[N:23][CH:24]=[CH:25][CH:26]=3)[CH2:17]2)=[O:14])=[CH:4][CH:3]=1. Reactants: CC1=CC=C(C=C1)C1=C(C=NO1)C(=O)Cl (5-(4-methylphenyl)isoxazole-4-carbonyl chloride), N1CC(CC1)C=1C=NC=CC1 (3-pyrrolidin-3-ylpyridine). Reported procedure: To 5-(4-methylphenyl)isoxazole-4-carbonyl chloride (15 mg, 0.068 mmol) in dichloromethane (1 mL) was added 3-pyrrolidin-3-ylpyridine (11 mg, 0.074 mmol, 1.1 eq.), and the reaction mixture was stirred for 1 h. The solvent was removed, and the residue was purified by preparative reverse-phase HPLC to give the title compound. HRMS (ESI, pos. ion) m/z calcd for C20H19N3O2: 333.1477, found 333.1471. Run in ClCCl (dichloromethane). The product is CC1=CC=C(C=C1)C1=C(C=NO1)C(=O)N1CC(CC1)C=1C=NC=CC1 (3-(1-{[5-(4-Methylphenyl)isoxazol-4-yl]carbonyl}pyrrolidin-3-yl)pyridine).